This data is from the Open Reaction Database (ORD), a public repository of structured organic reaction records. The task is: describe an organic reaction: reactants, conditions, products, and yield RXN SMILES: [Br:1][C:2]1[CH:10]=[CH:9][C:5]([C:6](O)=[O:7])=[CH:4][C:3]=1[O:11][CH3:12].[CH3:13][NH:14][CH3:15]>>[Br:1][C:2]1[CH:10]=[CH:9][C:5]([C:6]([N:14]([CH3:15])[CH3:13])=[O:7])=[CH:4][C:3]=1[O:11][CH3:12]. Product: BrC1=C(C=C(C(=O)N(C)C)C=C1)OC (4-bromo-3-methoxy-N,N-dimethylbenzamide). Reported procedure: Starting with 4-bromo-3-methoxybenzoic acid and dimethyl amine, Int02.06 was prepared analogously to the procedure for the preparation of Int02.05. Starting materials: BrC1=C(C=C(C(=O)O)C=C1)OC (4-bromo-3-methoxybenzoic acid), CNC (dimethyl amine).